From a dataset of the Open Reaction Database (ORD), a public repository of structured organic reaction records. describe an organic reaction: reactants, conditions, products, and yield Reactants: CCN=C=NCCCN(C)C, CC#N, Cl, NC(Cc1ccc(C(F)(F)F)cc1)C(O)c1cccc(F)c1, O, On1nnc2ccccc21, O=C(O)c1cccc2c1C=CCCC2. The product is O=C(NC(Cc1ccc(C(F)(F)F)cc1)C(O)c1cccc(F)c1)c1cccc2c1C=CCCC2. RXN SMILES: [CH2:38]([N:39]=[C:40]=[N:41][CH2:42][CH2:43][CH2:44][N:45]([CH3:46])[CH3:47])[CH3:48].[CH3:59][C:60]#[N:61].[ClH:37].[NH2:1][CH:2]([CH:3]([OH:4])[c:5]1[cH:6][c:7]([F:11])[cH:8][cH:9][cH:10]1)[CH2:12][c:13]1[cH:14][cH:15][c:16]([C:19]([F:20])([F:21])[F:22])[cH:17][cH:18]1.[OH2:62].[OH:49][n:50]1[c:51]2[cH:52][cH:53][cH:54][cH:55][c:56]2[n:57][n:58]1.[c:23]1([C:34](=[O:35])[OH:36])[cH:24][cH:25][cH:26][c:27]2[c:28]1[CH:29]=[CH:30][CH2:31][CH2:32][CH2:33]2>>[NH:1]([CH:2]([CH:3]([OH:4])[c:5]1[cH:6][c:7]([F:11])[cH:8][cH:9][cH:10]1)[CH2:12][c:13]1[cH:14][cH:15][c:16]([C:19]([F:20])([F:21])[F:22])[cH:17][cH:18]1)[C:34]([c:23]1[cH:24][cH:25][cH:26][c:27]2[c:28]1[CH:29]=[CH:30][CH2:31][CH2:32][CH2:33]2)=[O:35]. The reactants are O (water), OC1=C2CCC(C2=CC=C1C)=O (4-Hydroxy-5-methyl-indan-1-one), C([O-])([O-])=O.[K+].[K+] (Potassium carbonate), S(=O)(=O)(OC)OC (Dimethyl sulphate). The solvent is CN(C=O)C (Dimethylformamide). Conditions: temperature 62.5 celsius, time 16 hour. Yields the product COC1=C2CCC(C2=CC=C1C)=O (4-Methoxy-5-methyl-indan-1-one). Isolated yield 82.9%. Reaction SMILES: [OH:1][C:2]1[C:10]([CH3:11])=[CH:9][CH:8]=[C:7]2[C:3]=1[CH2:4][CH2:5][C:6]2=[O:12].[C:13](=O)([O-])[O-].[K+].[K+].S(OC)(OC)(=O)=O.O>CN(C)C=O>[CH3:13][O:1][C:2]1[C:10]([CH3:11])=[CH:9][CH:8]=[C:7]2[C:3]=1[CH2:4][CH2:5][C:6]2=[O:12] |f:1.2.3|. Procedure details: To a suspension of 4-Hydroxy-5-methyl-indan-1-one (50.0 gm, 0.308 mole) and Potassium carbonate (127.0 gm, 0.928 mole) in Dimethylformamide (250 ml), Dimethyl sulphate (90 ml, 0.928 mole) was added at 0° C. The reaction mixture was heated at 60-65° C. and stirred for 16 hours. The reaction mixture was poured into water (1 liter) and extracted with Ethylacetate (3×250 ml). The organic layer was dried over Sodium sulphate and distilled under vacuum to give 10.0 gm of crude product which was purifi... As a reaction SMILES: [CH3:12][c:13]1[cH:14][cH:15][n:16][cH:17][cH:18]1.[CH3:19][C:20]#[N:21].[N+:1](=[O:2])([O-:3])[c:4]1[cH:5][cH:6][c:7]([CH2:8][Cl:9])[cH:10][cH:11]1>>[Cl-:9].[N+:1](=[O:2])([O-:3])[c:4]1[cH:5][cH:6][c:7]([CH2:8][n+:16]2[cH:15][cH:14][c:13]([CH3:12])[cH:18][cH:17]2)[cH:10][cH:11]1. The reactants are Cc1ccncc1, CC#N, O=[N+]([O-])c1ccc(CCl)cc1. Product: [Cl-], Cc1cc[n+](Cc2ccc([N+](=O)[O-])cc2)cc1. Reactants: aqueous solution, aqueous solution, [OH-].[Na+] (sodium hydroxide), CS(=O)(=O)NC=1C=C(C=2CCN(C(C2C1)=O)C(CCC)CCC)C(=O)OC (methyl 7-[(methylsulfonyl)amino]-1-oxo-2-(1-propylbutyl)-1,2,3,4-tetrahydroisoquinoline-5-carboxylate), Cl (hydrochloric acid), ClCCl (dichloromethane). Solvent: O1CCOCC1 (dioxane), O1CCOCC1 (dioxane). Reaction conditions: time 1 hour. Yields the product CS(=O)(=O)NC=1C=C(C=2CCN(C(C2C1)=O)C(CCC)CCC)C(=O)O (7-[(methylsulfonyl)amino]-1-oxo-2-(1-propylbutyl)-1,2,3,4-tetrahydroisoquinoline-5-carboxylic acid). Isolated yield 85.4%. As a reaction SMILES: [CH3:1][S:2]([NH:5][C:6]1[CH:7]=[C:8]([C:24]([O:26]C)=[O:25])[C:9]2[CH2:10][CH2:11][N:12]([CH:17]([CH2:21][CH2:22][CH3:23])[CH2:18][CH2:19][CH3:20])[C:13](=[O:16])[C:14]=2[CH:15]=1)(=[O:4])=[O:3].[OH-].[Na+].Cl.ClCCl>O1CCOCC1>[CH3:1][S:2]([NH:5][C:6]1[CH:7]=[C:8]([C:24]([OH:26])=[O:25])[C:9]2[CH2:10][CH2:11][N:12]([CH:17]([CH2:18][CH2:19][CH3:20])[CH2:21][CH2:22][CH3:23])[C:13](=[O:16])[C:14]=2[CH:15]=1)(=[O:3])=[O:4] |f:1.2|. Reported procedure: 0.51 g of methyl 7-[(methylsulfonyl)amino]-1-oxo-2-(1-propylbutyl)-1,2,3,4-tetrahydroisoquinoline-5-carboxylate is dissolved in 10.5 cm3 of dioxane at a temperature close to 20° C. 3.2 cm3 of a 1N aqueous solution of sodium hydroxide are added, then the reaction mixture is heated at a temperature close to 60° C. for 30 min. The dioxane contained in the reaction mixture is concentrated to dryness under reduced pressure (5 kPa). 20 cm3 of ethyl ether and 20 cm3 of water are added to the residue ob... Reactants: O=[N+]([O-])c1cc(Br)cc(C(F)(F)F)c1, O=C([O-])[O-], CC(=O)OC(C)C, Cc1c[nH]cn1, CN(C)C=O, COC(C)(C)C, [Cl-], [Cu]I, [K+], [K+], NCCN, [Na+]. The product is Cc1cn(-c2cc([N+](=O)[O-])cc(C(F)(F)F)c2)cn1. RXN SMILES: [Br:1][c:2]1[cH:3][c:4]([N+:12](=[O:13])[O-:14])[cH:5][c:6]([C:8]([F:9])([F:10])[F:11])[cH:7]1.[C:21](=[O:22])([O-:23])[O-:24].[C:44]([O:45][CH:46]([CH3:47])[CH3:48])(=[O:49])[CH3:50].[CH3:15][c:16]1[n:17][cH:18][nH:19][cH:20]1.[CH3:31][N:32]([CH3:33])[CH:34]=[O:35].[CH3:36][O:37][C:38]([CH3:39])([CH3:40])[CH3:41].[Cl-:42].[Cu:51][I:52].[K+:25].[K+:26].[NH2:27][CH2:28][CH2:29][NH2:30].[Na+:43]>>[c:2]1(-[n:19]2[cH:18][n:17][c:16]([CH3:15])[cH:20]2)[cH:3][c:4]([N+:12](=[O:13])[O-:14])[cH:5][c:6]([C:8]([F:9])([F:10])[F:11])[cH:7]1. Starting materials: CCOC(C)=O, CC(C)(C)OC(=O)c1ccc(-c2cncc3ccccc23)cc1Nc1ccc(F)cc1, [Na+], [OH-], O, O=C(O)C(F)(F)F. Product: O=C(O)c1ccc(-c2cncc3ccccc23)cc1Nc1ccc(F)cc1. As a reaction SMILES: [CH3:42][CH2:43][O:44][C:45](=[O:46])[CH3:47].[F:8][c:9]1[cH:10][cH:11][c:12]([NH:13][c:14]2[c:15]([C:16](=[O:17])[O:18][C:19]([CH3:20])([CH3:21])[CH3:22])[cH:23][cH:24][c:25](-[c:27]3[cH:28][n:29][cH:30][c:31]4[cH:32][cH:33][cH:34][cH:35][c:36]34)[cH:26]2)[cH:37][cH:38]1.[Na+:41].[OH-:40].[OH2:39].[OH:1][C:2]([C:3]([F:4])([F:5])[F:6])=[O:7]>>[F:8][c:9]1[cH:10][cH:11][c:12]([NH:13][c:14]2[c:15]([C:16](=[O:17])[OH:18])[cH:23][cH:24][c:25](-[c:27]3[cH:28][n:29][cH:30][c:31]4[cH:32][cH:33][cH:34][cH:35][c:36]34)[cH:26]2)[cH:37][cH:38]1. Starting materials: FC1=C(C=CC=C1)NC(NC1=CC=C(C=C1)C=1C=C2CN(C(C2=CC1)=O)[C@H](C(=O)O)C(C)C)=S ((S)-2-(5-(4-(3-(2-Fluorophenyl)thioureido)phenyl)-1-oxoisoindolin-2-yl)-3-methylbutanoic acid), ClC=1C=C(C=CC1)NC(NC1=CC=C(C=C1)C=1C=C2CN(C(C2=CC1)=O)[C@H](C(=O)OC)C(C)C)=S ((S)-Methyl 2-(5-(4-(3-(3-chlorophenyl)thioureido)phenyl)-1-oxoisoindolin-2-yl)-3-methylbutanoate). Product: ClC=1C=C(C=CC1)NC(NC1=CC=C(C=C1)C=1C=C2CN(C(C2=CC1)=O)[C@H](C(=O)O)C(C)C)=S ((S)-2-(5-(4-(3-(3-Chlorophenyl)thioureido)phenyl)-1-oxoisoindolin-2-yl)-3-methylbutanoic acid). The yield is 92.0%. As a reaction SMILES: FC1C=CC=CC=1NC(=S)NC1C=CC(C2C=C3C(=CC=2)C(=O)N([C@@H](C(C)C)C(O)=O)C3)=CC=1.[Cl:35][C:36]1[CH:37]=[C:38]([NH:42][C:43](=[S:69])[NH:44][C:45]2[CH:50]=[CH:49][C:48]([C:51]3[CH:52]=[C:53]4[C:57](=[CH:58][CH:59]=3)[C:56](=[O:60])[N:55]([C@@H:61]([CH:66]([CH3:68])[CH3:67])[C:62]([O:64]C)=[O:63])[CH2:54]4)=[CH:47][CH:46]=2)[CH:39]=[CH:40][CH:41]=1>>[Cl:35][C:36]1[CH:37]=[C:38]([NH:42][C:43](=[S:69])[NH:44][C:45]2[CH:46]=[CH:47][C:48]([C:51]3[CH:52]=[C:53]4[C:57](=[CH:58][CH:59]=3)[C:56](=[O:60])[N:55]([C@@H:61]([CH:66]([CH3:67])[CH3:68])[C:62]([OH:64])=[O:63])[CH2:54]4)=[CH:49][CH:50]=2)[CH:39]=[CH:40][CH:41]=1. Procedure: The compound of example 267 was prepared analogous to compound of example 257 by hydrolysis of compound of example 266.